Dataset: the Open Reaction Database (ORD), a public repository of structured organic reaction records. Task: describe an organic reaction: reactants, conditions, products, and yield Reactants: ClC1=NC(=CC(=N1)C)C=1C=NC(=CC1)C(F)(F)F (2-chloro-4-methyl-6-(6-trifluoromethyl-pyridin-3-yl)-pyrimidine), BrC=1C=C(C=CC1)B(O)O (3-bromo-benzene-boronic acid). The product is BrC=1C=C(C=CC1)C1=NC(=CC(=N1)C)C=1C=NC(=CC1)C(F)(F)F (2-(3-Bromo-phenyl)-4-methyl-6-(6-trifluoromethyl-pyridin-3-yl)-pyrimidine), solid. Yield: 51.0%. Reaction SMILES: Cl[C:2]1[N:7]=[C:6]([CH3:8])[CH:5]=[C:4]([C:9]2[CH:10]=[N:11][C:12]([C:15]([F:18])([F:17])[F:16])=[CH:13][CH:14]=2)[N:3]=1.[Br:19][C:20]1[CH:21]=[C:22](B(O)O)[CH:23]=[CH:24][CH:25]=1>>[Br:19][C:20]1[CH:25]=[C:24]([C:2]2[N:7]=[C:6]([CH3:8])[CH:5]=[C:4]([C:9]3[CH:10]=[N:11][C:12]([C:15]([F:18])([F:17])[F:16])=[CH:13][CH:14]=3)[N:3]=2)[CH:23]=[CH:22][CH:21]=1. Procedure details: The title compound was prepared from 2-chloro-4-methyl-6-(6-trifluoromethyl-pyridin-3-yl)-pyrimidine (example A.4) (0.41 g, 1.5 mmol) and commercially available 3-bromo-benzene-boronic acid (0.33 g, 1.64 mmol) according to the general procedure IIb. Obtained as a light yellow solid (0.30 g, 51%). MS (ISP) 394.0 [(M+H)+]; mp 130° C. The reactants are CC1(C2=C(C(=CC=C2)P(C3=CC=CC=C3)C4=CC=CC=C4)OC5=C(C=CC=C51)P(C6=CC=CC=C6)C7=CC=CC=C7)C (Xantphos), C(C)(C)(C)OC(CNC(=O)N)=O (ureido-acetic acid tert-butyl ester), C(=O)([O-])[O-].[Cs+].[Cs+] (Cs2CO3), C(C)OC(C1=C(N=CC=C1I)Cl)=O (2-Chloro-4-iodo-nicotinic acid ethyl ester). The reagents and catalysts are CC(=O)[O-].CC(=O)[O-].[Pd+2] (Pd(OAc)2). Run in O1CCOCC1 (1,4-dioxane), CCOC(=O)C (EtOAc). The product is CCCC(C)C (Isohexane), C(C)(C)(C)OC(CN1C(NC2=C(C1=O)C(=NC=C2)Cl)=O)=O ((5-Chloro-2,4-dioxo-1,4-dihydro-2H-pyrido[4,3-d]pyrimidin-3-yl)-acetic acid tert-butyl ester). RXN SMILES: C[C:2]1(C)[C:28]2C(=C(P(C3C=CC=CC=3)C3C=CC=CC=3)C=C[CH:27]=2)O[C:4]2C(P(C3C=CC=CC=3)C3C=CC=CC=3)=CC=[CH:8][C:3]1=2.[C:43]([O:47][C:48](=[O:54])[CH2:49][NH:50][C:51]([NH2:53])=[O:52])([CH3:46])([CH3:45])[CH3:44].C([O-])([O-])=O.[Cs+].[Cs+].C([O:63][C:64](=O)[C:65]1[C:70](I)=[CH:69][CH:68]=[N:67][C:66]=1[Cl:72])C>CC([O-])=O.CC([O-])=O.[Pd+2].CCOC(C)=O.O1CCOCC1>[CH3:27][CH2:28][CH2:2][CH:3]([CH3:8])[CH3:4].[C:43]([O:47][C:48](=[O:54])[CH2:49][N:50]1[C:64](=[O:63])[C:65]2[C:66]([Cl:72])=[N:67][CH:68]=[CH:69][C:70]=2[NH:53][C:51]1=[O:52])([CH3:46])([CH3:44])[CH3:45] |f:2.3.4,6.7.8|. Procedure details: A 2-5 ml microwave vial is charged with Pd(OAc)2 (2.5 mol %, 4.1 mg, 0.016 mmol), Xantphos (5 mol %, 24.9 mg, 0.0321 mmol), ureido-acetic acid tert-butyl ester (190.3 mg, 1.03 mmol), and Cs2CO3 (578.9 mg, 1.605 mmol). 2-Chloro-4-iodo-nicotinic acid ethyl ester (208.9 mg, 0.642 mmol) is added followed by 1,4-dioxane (4 ml). The vessel is sealed and treated in the microwave at 120° C. for 3600 seconds. EtOAc is added to the mixture, washed with brine (3×20 ml), then water (2×20 ml). The organic po... Starting materials: COc1ccc(C(=O)Cl)cc1, Nc1c(O)cccc1[N+](=O)[O-], c1ccncc1. The product is COc1ccc(C(=O)Nc2c(O)cccc2[N+](=O)[O-])cc1. Reaction SMILES: [CH3:12][O:13][c:14]1[cH:15][cH:16][c:17]([C:18](=[O:19])[Cl:20])[cH:21][cH:22]1.[NH2:1][c:2]1[c:3]([OH:11])[cH:4][cH:5][cH:6][c:7]1[N+:8](=[O:9])[O-:10].[cH:23]1[cH:24][cH:25][n:26][cH:27][cH:28]1>>[NH:1]([c:2]1[c:3]([OH:11])[cH:4][cH:5][cH:6][c:7]1[N+:8](=[O:9])[O-:10])[C:18]([c:17]1[cH:16][cH:15][c:14]([O:13][CH3:12])[cH:22][cH:21]1)=[O:19]. RXN SMILES: [C:12]([CH:13]=[CH:14][CH3:15])(=[O:16])[O:17][CH3:18].[C:1](#[N:2])[c:3]1[n:4][cH:5][cH:6][cH:7][c:8]1[CH2:9][C:10]#[N:11].[CH3:19][C:20](=[O:21])[OH:22]>>[C:1](#[N:2])[c:3]1[n:4][cH:5][cH:6][cH:7][c:8]1[CH:9]([C:10]#[N:11])[CH:14]([CH2:13][C:12](=[O:16])[O:17][CH3:18])[CH3:15]. Yields the product COC(=O)CC(C)C(C#N)c1cccnc1C#N. Starting materials: CC=CC(=O)OC, N#CCc1cccnc1C#N, CC(=O)O. Starting materials: ClC1=C(C=CC(=C1OC)OC)C=CC(=O)O (3-(2-Chloro-3,4-dimethoxy-phenyl)-acrylic acid). The reagents and catalysts are [Pd] (Pd—C). Product: ClC1=C(C=CC(=C1OC)OC)CCC(=O)O (3-(2-Chloro-3,4-dimethoxy-phenyl)-propionic acid). As a reaction SMILES: [Cl:1][C:2]1[C:7]([O:8][CH3:9])=[C:6]([O:10][CH3:11])[CH:5]=[CH:4][C:3]=1[CH:12]=[CH:13][C:14]([OH:16])=[O:15]>[Pd]>[Cl:1][C:2]1[C:7]([O:8][CH3:9])=[C:6]([O:10][CH3:11])[CH:5]=[CH:4][C:3]=1[CH2:12][CH2:13][C:14]([OH:16])=[O:15]. Procedure details: Similar procedure as described in example 9B was used, starting from 3-(2-Chloro-3,4-dimethoxy-phenyl)-acrylic acid and Pd—C to give 3-(2-Chloro-3,4-dimethoxy-phenyl)-propionic acid. LC-MS: m/e 243 (M−1). Reactants: CO, COC(=O)c1cc(Cl)ccc1COc1ccccc1Cl, [Na+], C1CCOC1, [OH-]. The product is O=C(O)c1cc(Cl)ccc1COc1ccccc1Cl. As a reaction SMILES: [CH3:23][OH:24].[Cl:1][c:2]1[cH:3][cH:4][c:5]([CH2:12][O:13][c:14]2[c:15]([Cl:20])[cH:16][cH:17][cH:18][cH:19]2)[c:6]([C:7](=[O:8])[O:9][CH3:10])[cH:11]1.[Na+:22].[O:25]1[CH2:26][CH2:27][CH2:28][CH2:29]1.[OH-:21]>>[Cl:1][c:2]1[cH:3][cH:4][c:5]([CH2:12][O:13][c:14]2[c:15]([Cl:20])[cH:16][cH:17][cH:18][cH:19]2)[c:6]([C:7](=[O:8])[OH:9])[cH:11]1.